From a dataset of the Open Reaction Database (ORD), a public repository of structured organic reaction records. describe an organic reaction: reactants, conditions, products, and yield Starting materials: [BH4-], CO, Cl, [Na+], C1CCOC1, O, CCCC(O)c1ccc(C=O)cc1. Product: CCCC(O)c1ccc(CO)cc1. Reaction SMILES: [BH4-:14].[CH3:18][OH:19].[ClH:17].[Na+:15].[O:20]1[CH2:21][CH2:22][CH2:23][CH2:24]1.[OH2:16].[OH:1][CH:2]([CH2:3][CH2:4][CH3:5])[c:6]1[cH:7][cH:8][c:9]([CH:10]=[O:11])[cH:12][cH:13]1>>[OH:1][CH:2]([CH2:3][CH2:4][CH3:5])[c:6]1[cH:7][cH:8][c:9]([CH2:10][OH:11])[cH:12][cH:13]1. The reactants are C(C)(=O)NC1=C(C2=C(S1)CC(CC2)C(C)(C)C)C(=O)OC (Methyl 2-acetamido-6-tert-butyl-4,5,6,7-tetrahydrobenzo[b]thiophene-3-carboxylate). The reagents and catalysts are [Ni] (Raney nickel). Product: COC(C(CNC(C)=O)C1CCC(CC1)C(C)(C)C)=O (N-Acetyl-α-(4-tert-butylcyclohexyl)-β-alanine methyl ester). Isolated yield 98.1%. Reaction SMILES: [C:1]([NH:4][C:5]1S[C:8]2[CH2:10][CH:11]([C:14]([CH3:17])([CH3:16])[CH3:15])[CH2:12][CH2:13][C:7]=2[C:6]=1[C:18]([O:20][CH3:21])=[O:19])(=[O:3])[CH3:2]>[Ni]>[CH3:21][O:20][C:18](=[O:19])[CH:6]([CH:7]1[CH2:13][CH2:12][CH:11]([C:14]([CH3:17])([CH3:16])[CH3:15])[CH2:10][CH2:8]1)[CH2:5][NH:4][C:1](=[O:3])[CH3:2]. Reported procedure: Methyl 2-acetamido-6-tert-butyl-4,5,6,7-tetrahydrobenzo[b]thiophene-3-carboxylate (0.8286 g, 2.68 mmol) was reductively desulfurized using Raney nickel to yield the title compound as a sticky white solid (0.7466 g, 2.63 mmol, 98.3l %); mp: 73-75° C.; TLC: Rf=0.70 (Solvent I), 0.38 (Solvent J); IR (cm−1): 3261 (H), 2943 (CH aliphatic), 1735 (ester C═O), 1648 (amide C═O), 1H nmr (CDCl3): 65.88 (br s, 1H), 3.69 (s, 3H), 3.53 (m, 1H), 3.41 (m, 1H), 3.34 (d, 1H), 2.44 (m, 1H), 1.94 (s, 3H), 1.77 (m, ...